From a dataset of the Open Reaction Database (ORD), a public repository of structured organic reaction records. describe an organic reaction: reactants, conditions, products, and yield Starting materials: C(C)C=1C(=C(C(NC1C1=CC=2C=C3N(C2C=C1)CCC3=O)=O)C(=O)OC)O (methyl 5-ethyl-4-hydroxy-2-oxo-6-(1-oxo-2,3-dihydro-1H-pyrrolo[1,2-a]indol-7-yl)-1,2-dihydropyridine-3-carboxylate), N1CCCC1 (pyrrolidine), [Li+].[I-] (LiI), Cl (HCl), [BH-](OC(=O)C)(OC(=O)C)OC(=O)C.[Na+] (NaBH(OAc)3). Run in ClCCCl (DCE), CC(=O)O (AcOH). Conditions: time 1 hour. Product: C(C)C=1C(=C(C(NC1C1=CC=2C=C3N(C2C=C1)CCC3N3CCCC3)=O)C(=O)O)O (5-Ethyl-4-hydroxy-2-oxo-6-(1-(pyrrolidin-1-yl)-2,3-dihydro-1H-pyrrolo[1,2-a]indol-7-yl)-1,2-dihydropyridine-3-carboxylic acid). Isolated yield 16.6%. Reaction SMILES: [CH2:1]([C:3]1[C:4]([OH:27])=[C:5]([C:23]([O:25]C)=[O:24])[C:6](=[O:22])[NH:7][C:8]=1[C:9]1[CH:17]=[CH:16][C:15]2[N:14]3[CH2:18][CH2:19][C:20](=O)[C:13]3=[CH:12][C:11]=2[CH:10]=1)[CH3:2].[NH:28]1[CH2:32][CH2:31][CH2:30][CH2:29]1.[BH-](OC(C)=O)(OC(C)=O)OC(C)=O.[Na+].[Li+].[I-].Cl>ClCCCl.CC(O)=O>[CH2:1]([C:3]1[C:4]([OH:27])=[C:5]([C:23]([OH:25])=[O:24])[C:6](=[O:22])[NH:7][C:8]=1[C:9]1[CH:17]=[CH:16][C:15]2[N:14]3[CH2:18][CH2:19][CH:20]([N:28]4[CH2:32][CH2:31][CH2:30][CH2:29]4)[C:13]3=[CH:12][C:11]=2[CH:10]=1)[CH3:2] |f:2.3,4.5|. Procedure details: To a solution of methyl 5-ethyl-4-hydroxy-2-oxo-6-(1-oxo-2,3-dihydro-1H-pyrrolo[1,2-a]indol-7-yl)-1,2-dihydropyridine-3-carboxylate (0.13 g, 0.37 mmol) in DCE (3 mL) was added pyrrolidine (60 μL, 0.8 mmol) and AcOH (30 μL). After stirring at room temperature for 1 h, NaBH(OAc)3 (0.17 g, 0.8 mmol) was added and stirred for an additional 1 h. The reaction mixture was then concentrated and to the crude residue was added H2O. The resulting precipitate was filtered and dried over N2 stream. The crude...